This data is from the Open Reaction Database (ORD), a public repository of structured organic reaction records. The task is: describe an organic reaction: reactants, conditions, products, and yield The reactants are 3, O1C(=CC=C1)C=O (2-furaldehyde), FC(C(CC(=O)OCC)=O)(F)F (ethyl trifluoroacetoacetate), 21.15, [OH-].[NH4+] (ammonium hydroxide). The solvent is C(C)O (ethanol). Yields the product FC(C1(NC(C(C(C1C(=O)OCC)C=1OC=CC1)C(=O)OCC)(O)C(F)(F)F)O)(F)F (diethyl 2,6-bis(trifluoromethyl)-2,6-dihydroxy-4-(2-furyl)-3,5-piperidinedicarboxylate). Isolated yield 39.0%. RXN SMILES: [O:1]1[CH:5]=[CH:4][CH:3]=[C:2]1[CH:6]=O.[F:8][C:9]([F:19])([F:18])[C:10](=[O:17])[CH2:11][C:12]([O:14][CH2:15][CH3:16])=[O:13].[OH-:20].[NH4+:21]>C(O)C>[F:8][C:9]([F:18])([F:19])[C:10]1([OH:17])[CH:11]([C:12]([O:14][CH2:15][CH3:16])=[O:13])[CH:6]([C:2]2[O:1][CH:5]=[CH:4][CH:3]=2)[CH:11]([C:12]([O:14][CH2:15][CH3:16])=[O:20])[C:10]([C:9]([F:8])([F:18])[F:19])([OH:17])[NH:21]1 |f:2.3|. Reported procedure: A 500 mL 3 necked flask is charged with 60 mL ethanol, 29.07 g (0.3 mole) of 2-furaldehyde and 110 g (0.6 mole) of ethyl trifluoroacetoacetate. The reaction mixture is cooled in an ice bath before 21.15 21.15 g (0.35 mole) of aqueous ammonium hydroxide is added slowly with stirring. The mixture is heated at reflux for 2 hours and cooled. The resulting precipitate is filtered and recrystallized from hot ethanol to give 53.34 g (39%) of crystals, m.p 129°-131° C. The reactants are C(CCC)[Li] (n-butyllithium), C(C)(C)(C)OC(=O)N1C(CC(CC1)=O)C(=O)O (4-oxo-piperidine-1,2-dicarboxylic acid 1-tert-butyl ester), [NH4+].[Cl-] (NH4Cl), CCOC(=O)C (EtOAc). Run in C1CCOC1 (THF), C1CCOC1 (THF), O (water). Reaction conditions: temperature -78 celsius, time 2 hour. Yields the product COC(=O)C1N(CCC(C1)(O)CC=C)C(=O)OC(C)(C)C (4-allyl-4-hydroxy-piperidine-1,2-dicarboxylicacid 1-tert-butyl ester 2-methyl ester). The yield is 73.0%. RXN SMILES: [CH2:1]([Li])[CH2:2][CH2:3]C.[C:6]([O:10][C:11]([N:13]1[CH2:18][CH2:17][C:16](=[O:19])[CH2:15][CH:14]1[C:20]([OH:22])=[O:21])=[O:12])([CH3:9])([CH3:8])[CH3:7].[CH3:23]COC(C)=O.[NH4+].[Cl-]>C1COCC1.O>[CH3:23][O:21][C:20]([CH:14]1[CH2:15][C:16]([CH2:3][CH:2]=[CH2:1])([OH:19])[CH2:17][CH2:18][N:13]1[C:11]([O:10][C:6]([CH3:9])([CH3:7])[CH3:8])=[O:12])=[O:22] |f:3.4|. Procedure: To a stirred solution n-butyllithium (165 mg, 2.6 mmol) in THF (5 mL) at −78° C. was added 12a (P=Boc, P2=Me, m=1) (570 mg, 2.3 mmol) in THF (5 mL). The reaction mixture was stirred at −78° C. for 2 h and then at −40° C. for an additional 1 h. EtOAc (20 mL) was added, followed by NH4Cl (5 mL, 10%) and water (10 mL). Organic layer was separated, dried over sodium sulfate and evaporated to dryness. The residue obtained was purified by silica gel column chromatography using 50% EtOAc in hexanes as ... Starting materials: C(C1=CC=CC=C1)OC1=CC=C(C=C1)C1=CC=C(C=C1)C(=O)Cl (4'-benzyloxybiphenyl-4-carboxylic chloride), O (water), S(+) 2-octanol. Solvent: C1(=CC=CC=C1)C (toluene), C1(=CC=CC=C1)C (toluene), N1=CC=CC=C1 (pyridine). Reaction conditions: time 2 hour. The product is CC(CCCCCC)OC(=O)C1=CC=C(C=C1)C1=CC=C(C=C1)OCC1=CC=CC=C1 (4'-benzyloxybiphenyl-4-carboxylic acid 1-methylheptyl ester). Reaction SMILES: [CH2:1]([O:8][C:9]1[CH:14]=[CH:13][C:12]([C:15]2[CH:20]=[CH:19][C:18]([C:21](Cl)=[O:22])=[CH:17][CH:16]=2)=[CH:11][CH:10]=1)[C:2]1[CH:7]=[CH:6][CH:5]=[CH:4][CH:3]=1.[OH2:24]>N1C=CC=CC=1.C1(C)C=CC=CC=1>[CH3:13][CH:14]([O:24][C:21]([C:18]1[CH:19]=[CH:20][C:15]([C:12]2[CH:13]=[CH:14][C:9]([O:8][CH2:1][C:2]3[CH:7]=[CH:6][CH:5]=[CH:4][CH:3]=3)=[CH:10][CH:11]=2)=[CH:16][CH:17]=1)=[O:22])[CH2:9][CH2:10][CH2:11][CH2:12][CH2:15][CH3:16]. Reported procedure: Next, S(+)-2-octanol (50 g, 0.38 mol) was dissolved in dry pyridine (150 ml), and to the solution was dropwise added under cooling, a solution of 4'-benzyloxybiphenyl-4-carboxylic chloride (112 g, 0.35 mol) dissolved in dry toluene (150 ml), followed by agitating the mixture at about 50°-60° C. for 2 hours, thereafter adding water (300 ml) and toluene (300 ml), agitating the mixture, washing the separated toluene layer with 6N-HCl, then with 2N-NaOH aqueous solution and further with water until ... Starting materials: C1CCOC1, C[Si](C)(C)[N-][Si](C)(C)C, Cc1nc(N)nc(-c2cc(F)cnc2Cl)n1, COc1ncc(N)cc1F, [Li+]. Product: COc1ncc(Nc2ncc(F)cc2-c2nc(C)nc(N)n2)cc1F. RXN SMILES: [CH2:37]1[O:38][CH2:39][CH2:40][CH2:41]1.[CH3:28][Si:29]([N-:30][Si:31]([CH3:32])([CH3:33])[CH3:34])([CH3:35])[CH3:36].[Cl:1][c:2]1[n:3][cH:4][c:5]([F:16])[cH:6][c:7]1-[c:8]1[n:9][c:10]([NH2:15])[n:11][c:12]([CH3:14])[n:13]1.[F:17][c:18]1[cH:19][c:20]([NH2:26])[cH:21][n:22][c:23]1[O:24][CH3:25].[Li+:27]>>[c:2]1([NH:26][c:20]2[cH:19][c:18]([F:17])[c:23]([O:24][CH3:25])[n:22][cH:21]2)[n:3][cH:4][c:5]([F:16])[cH:6][c:7]1-[c:8]1[n:9][c:10]([NH2:15])[n:11][c:12]([CH3:14])[n:13]1.